Dataset: the Open Reaction Database (ORD), a public repository of structured organic reaction records. Task: describe an organic reaction: reactants, conditions, products, and yield The reactants are NC1=C(C=C(C=C1)N1CCN(CCC1)C(=O)OC(C)(C)C)NS(=O)(=O)C1=CC=CC=C1 (N-{2-amino-5-(4-t-butyloxycarbonyl-1,4-diazepan-1-yl)-phenyl}benzenesulfonamide), C1(=C(C(=CC(=C1)C)C)S(=O)(=O)Cl)C (2-mesitylenesulfonylchloride). Product: Cl.N1(CCNCCC1)C1=CC(=C(C=C1)NS(=O)(=O)C1=C(C=C(C=C1C)C)C)NS(=O)(=O)C1=CC=CC=C1 (N-{4-(1,4-diazepan-1-yl)-2-[(phenylsulfonyl)amino]phenyl}-2,4,6-trimethylbenzenesulfonamide hydrochloride). RXN SMILES: [NH2:1][C:2]1[CH:7]=[CH:6][C:5]([N:8]2[CH2:14][CH2:13][CH2:12][N:11](C(OC(C)(C)C)=O)[CH2:10][CH2:9]2)=[CH:4][C:3]=1[NH:22][S:23]([C:26]1[CH:31]=[CH:30][CH:29]=[CH:28][CH:27]=1)(=[O:25])=[O:24].[C:32]1([CH3:44])[CH:37]=[C:36]([CH3:38])[CH:35]=[C:34]([CH3:39])[C:33]=1[S:40]([Cl:43])(=[O:42])=[O:41]>>[ClH:43].[N:8]1([C:5]2[CH:6]=[CH:7][C:2]([NH:1][S:40]([C:33]3[C:34]([CH3:39])=[CH:35][C:36]([CH3:38])=[CH:37][C:32]=3[CH3:44])(=[O:42])=[O:41])=[C:3]([NH:22][S:23]([C:26]3[CH:27]=[CH:28][CH:29]=[CH:30][CH:31]=3)(=[O:25])=[O:24])[CH:4]=2)[CH2:14][CH2:13][CH2:12][NH:11][CH2:10][CH2:9]1 |f:2.3|. Reported procedure: The compound was synthesized from of N-{2-amino-5-(4-t-butyloxycarbonyl-1,4-diazepan-1-yl)-phenyl}benzenesulfonamide and 2-mesitylenesulfonylchloride (59 mg, 0.27 mmol) to give 56 mg as purple solid. M+1 529.3 Calcd 529.70; 1HNMR δ 7.80-7.47 (m, 5H), 6.93 (s br, 2H), 6.64 (d, 1H), 6.46-6.39 (m, 2H), 3.60 (app t, 2H), 3.39 (app t, 2H), 3.21 (app t, 2H), 3.12 (app t, 2H), 2.36 (s, 6H), 2.26 (s, 3H), 2.08-2.00 (m, 2H). The reactants are CC(CC1=CC=C(C=C1)O)(C)[N+](=O)[O-] (4(2-methyl-2-nitropropyl)phenol), CC(=O)O (HOAc). Reagents/catalysts: [Pd] (Palladium on carbon). Run in CO (MeOH). Conditions: temperature 50 celsius, time 1 hour. Product: C(C)(=O)O.NC(CC1=CC=C(C=C1)O)(C)C (4-(2-amino-2-methylpropyl)phenol acetic acid salt). The yield is 85.9%. RXN SMILES: [CH3:1][C:2]([N+:12]([O-])=O)([CH3:11])[CH2:3][C:4]1[CH:9]=[CH:8][C:7]([OH:10])=[CH:6][CH:5]=1.[CH3:15][C:16]([OH:18])=[O:17]>[Pd].CO>[C:16]([OH:18])(=[O:17])[CH3:15].[NH2:12][C:2]([CH3:11])([CH3:1])[CH2:3][C:4]1[CH:9]=[CH:8][C:7]([OH:10])=[CH:6][CH:5]=1 |f:4.5|. Procedure: A one-gallon high-pressure reactor was charged with 4(2-methyl-2-nitropropyl)phenol (120 g, 614 mmol), HOAc (35.2 mL, 614 mmol), 5% Palladium on carbon (24 g) wetted with 2Bβ3EtOH (60 mL), and MeOH (1230 mL). The mixture was heated to 50° C. with agitation (600 rpm), and the reactor was purged with N2 and pressurized to 50 psi with H2. After 15.5 h the reactor was purged with N2, and the cooled mixture was filtered. The filter cake was washed with MeOH and the filtrate was concentrated to 514 g ... Reactants: C(C)(=O)C1=NC(=CC=C1)CC#CO (2-acetyl-6-(3-hydroxy-2-propynyl)pyridine). Reagents/catalysts: [Pd] (Pd/C). The solvent is C(C)(=O)OCC (ethyl acetate). Yields the product C(C)(=O)C1=NC(=CC=C1)CCCO (2-acetyl-6-(3-hydroxypropyl)-pyridine). The yield is 82.7%. RXN SMILES: [C:1]([C:4]1[CH:9]=[CH:8][CH:7]=[C:6]([CH2:10][C:11]#[C:12][OH:13])[N:5]=1)(=[O:3])[CH3:2]>C(OCC)(=O)C.[Pd]>[C:1]([C:4]1[CH:9]=[CH:8][CH:7]=[C:6]([CH2:10][CH2:11][CH2:12][OH:13])[N:5]=1)(=[O:3])[CH3:2]. Reported procedure: A suspension of 1.3 g of 2-acetyl-6-(3-hydroxy-2-propynyl)pyridine and 0.5 g of 10% Pd/C in 50 ml of ethyl acetate was hydrogenated at 50 psi (H2) overnight. The mixture was filtered and the filtrate was concentrated in vacuo to yield 1.1 g (84.6%) of 2-acetyl-6-(3-hydroxypropyl)-pyridine, as a yellow oil (crude). Starting materials: NC=1SC=C(C1C(C1=CC=CC=C1)=O)C (2-amino-3-benzoyl- 4-methylthiophene), N1=CC=CC=C1 (pyridine), CCOCC (ether), C(C)(=O)Cl (acetyl chloride). Solvent: O (water). Product: C(C)(=O)NC=1SC=C(C1C(C1=CC=CC=C1)=O)C (2-acetylamino-3-benzoyl-4-methylthiophene). RXN SMILES: [NH2:1][C:2]1[S:3][CH:4]=[C:5]([CH3:15])[C:6]=1[C:7](=[O:14])[C:8]1[CH:13]=[CH:12][CH:11]=[CH:10][CH:9]=1.N1C=CC=CC=1.[CH3:22][CH2:23][O:24]CC.C(Cl)(=O)C>O>[C:23]([NH:1][C:2]1[S:3][CH:4]=[C:5]([CH3:15])[C:6]=1[C:7](=[O:14])[C:8]1[CH:13]=[CH:12][CH:11]=[CH:10][CH:9]=1)(=[O:24])[CH3:22]. Procedure details: To a mixture of 4.50 g of 2-amino-3-benzoyl- 4-methylthiophene, 4.5 g of pyridine and 450 ml of anhydrous ether is added dropwise 4.50 g of acetyl chloride. Then the reaction mixture is stirred under reflux for 5 hours. After cooling, the reaction mixture is poured into water. The ether layer is separated and washed with water, and dried over sodium sulfate. The solvent is removed under reduced pressure to give an oily residue, which is crystallized from ether to give 2-acetylamino-3-benzoyl-4-m... Reactants: O=C([O-])[O-], Cn1c(C#C[Si](C)(C)C)nc(-c2ccccc2)c1-c1nc2c(N)ncnc2s1, CO, Cl, [K+], [K+]. Yields the product C#Cc1nc(-c2ccccc2)c(-c2nc3c(N)ncnc3s2)n1C. Reaction SMILES: [C:29](=[O:30])([O-:31])[O-:32].[CH3:1][n:2]1[c:3]([C:23]#[C:24][Si:25]([CH3:26])([CH3:27])[CH3:28])[n:4][c:5](-[c:17]2[cH:18][cH:19][cH:20][cH:21][cH:22]2)[c:6]1-[c:7]1[s:8][c:9]2[n:10][cH:11][n:12][c:13]([NH2:16])[c:14]2[n:15]1.[CH3:36][OH:37].[ClH:35].[K+:33].[K+:34]>>[CH3:1][n:2]1[c:3]([C:23]#[CH:24])[n:4][c:5](-[c:17]2[cH:18][cH:19][cH:20][cH:21][cH:22]2)[c:6]1-[c:7]1[s:8][c:9]2[n:10][cH:11][n:12][c:13]([NH2:16])[c:14]2[n:15]1.